The task is: describe an organic reaction: reactants, conditions, products, and yield. This data is from the Open Reaction Database (ORD), a public repository of structured organic reaction records. Starting materials: CN(C)CCCl, CC(=O)Nc1cc(C)cc(C)n1, CCO, CN(C)C=O, Cl, [H-], [Na+], O. Product: CC(=O)N(CCN(C)C)c1cc(C)cc(C)n1. RXN SMILES: [CH3:16][N:17]([CH2:18][CH2:19][Cl:20])[CH3:21].[CH3:1][c:2]1[cH:3][c:4]([NH:9][C:10]([CH3:11])=[O:12])[n:5][c:6]([CH3:8])[cH:7]1.[CH3:22][CH2:23][OH:24].[CH3:25][N:26]([CH3:27])[CH:28]=[O:29].[ClH:15].[H-:13].[Na+:14].[OH2:30]>>[CH3:1][c:2]1[cH:3][c:4]([N:9]([C:10]([CH3:11])=[O:12])[CH2:19][CH2:18][N:17]([CH3:16])[CH3:21])[n:5][c:6]([CH3:8])[cH:7]1. The reactants are FC(S(=O)(=O)OC=1C(=CC(=C2C=CC=NC12)Cl)C(=O)N(C)OC)(F)F (5-chloro-7-{[methoxy(methyl)amino]carbonyl}quinolin-8-yl trifluoromethanesulfonate), N1C[C@@H](CC1)O ((3R)-pyrrolidin-3-ol), C([O-])([O-])=O.[Cs+].[Cs+] (cesium carbonate). Reagents/catalysts: C(C)(=O)[O-].[Pd+2].C(C)(=O)[O-] (palladium acetate), C1(=CC=CC=C1)P(C1=C(C2=CC=CC=C2C=C1)C1=C(C=CC2=CC=CC=C12)P(C1=CC=CC=C1)C1=CC=CC=C1)C1=CC=CC=C1 (2,2′-bis(diphenylphosphino)-1,1′-binaphthyl). The solvent is O1CCCC1 (tetrahydrofuran), ClCCl (dichloromethane). Run at temperature 65 celsius. Product: ClC1=C2C=CC=NC2=C(C(=C1)C(=O)N(C)OC)N1C[C@@H](CC1)O (5-chloro-8-[(3R)-3-hydroxypyrrolidin-1-yl]-N-methoxy-N-methylquinoline-7-carboxamide). The yield is 91.1%. Reaction SMILES: FC(F)(F)S(O[C:7]1[C:8]([C:18]([N:20]([O:22][CH3:23])[CH3:21])=[O:19])=[CH:9][C:10]([Cl:17])=[C:11]2[C:16]=1[N:15]=[CH:14][CH:13]=[CH:12]2)(=O)=O.[NH:26]1[CH2:30][CH2:29][C@@H:28]([OH:31])[CH2:27]1.C(=O)([O-])[O-].[Cs+].[Cs+]>O1CCCC1.ClCCl.C([O-])(=O)C.[Pd+2].C([O-])(=O)C.C1(P(C2C=CC=CC=2)C2C=CC3C(=CC=CC=3)C=2C2C3C(=CC=CC=3)C=CC=2P(C2C=CC=CC=2)C2C=CC=CC=2)C=CC=CC=1>[Cl:17][C:10]1[CH:9]=[C:8]([C:18]([N:20]([O:22][CH3:23])[CH3:21])=[O:19])[C:7]([N:26]2[CH2:30][CH2:29][C@@H:28]([OH:31])[CH2:27]2)=[C:16]2[C:11]=1[CH:12]=[CH:13][CH:14]=[N:15]2 |f:2.3.4,7.8.9|. Reported procedure: A stirred mixture of 5-chloro-7-{[methoxy(methyl)amino]carbonyl}quinolin-8-yl trifluoromethanesulfonate (0.150 g, 0.376 mmol), (3R)-pyrrolidin-3-ol (0.0394 g, 0.452 mmol, Aldrich), palladium acetate (2 mg, 0.008 mmol), 2,2′-bis(diphenylphosphino)-1,1′-binaphthyl (7 mg, 0.01 mmol), and cesium carbonate (0.343 g, 1.05 mmol) in tetrahydrofuran (4 mL) was heated at 65° C. overnight. The mixture was cooled, diluted with dichloromethane, washed with brine, dried over sodium sulfate, and evaporated to ... Starting materials: COc1cc(B2OC(C)(C)C(C)(C)O2)ccc1NC(=O)c1cc2ccccc2n1C, COCCOC, Nc1ncnc2c1c(I)nn2CCO, [Na+], [Na+], O=C([O-])[O-], O, [Pd], c1ccc(P(c2ccccc2)c2ccccc2)cc1, c1ccc(P(c2ccccc2)c2ccccc2)cc1, c1ccc(P(c2ccccc2)c2ccccc2)cc1, c1ccc(P(c2ccccc2)c2ccccc2)cc1. Yields the product COc1cc(-c2nn(CCO)c3ncnc(N)c23)ccc1NC(=O)c1cc2ccccc2n1C. As a reaction SMILES: [CH3:15][O:16][c:17]1[c:18]([NH:32][C:33](=[O:34])[c:35]2[n:36]([CH3:44])[c:37]3[cH:38][cH:39][cH:40][cH:41][c:42]3[cH:43]2)[cH:19][cH:20][c:21]([B:23]2[O:24][C:25]([CH3:26])([CH3:27])[C:28]([CH3:29])([CH3:30])[O:31]2)[cH:22]1.[CH3:51][O:52][CH2:53][CH2:54][O:55][CH3:56].[NH2:1][c:2]1[c:3]2[c:4]([n:5][cH:6][n:7]1)[n:8]([CH2:12][CH2:13][OH:14])[n:9][c:10]2[I:11].[Na+:45].[Na+:46].[O-:47][C:48](=[O:49])[O-:50].[OH2:57].[Pd:134].[c:115]1([P:116]([c:117]2[cH:118][cH:119][cH:120][cH:121][cH:122]2)[c:123]2[cH:124][cH:125][cH:126][cH:127][cH:128]2)[cH:129][cH:130][cH:131][cH:132][cH:133]1.[c:58]1([P:59]([c:60]2[cH:61][cH:62][cH:63][cH:64][cH:65]2)[c:66]2[cH:67][cH:68][cH:69][cH:70][cH:71]2)[cH:72][cH:73][cH:74][cH:75][cH:76]1.[c:77]1([P:78]([c:79]2[cH:80][cH:81][cH:82][cH:83][cH:84]2)[c:85]2[cH:86][cH:87][cH:88][cH:89][cH:90]2)[cH:91][cH:92][cH:93][cH:94][cH:95]1.[c:96]1([P:97]([c:98]2[cH:99][cH:100][cH:101][cH:102][cH:103]2)[c:104]2[cH:105][cH:106][cH:107][cH:108][cH:109]2)[cH:110][cH:111][cH:112][cH:113][cH:114]1>>[NH2:1][c:2]1[c:3]2[c:4]([n:5][cH:6][n:7]1)[n:8]([CH2:12][CH2:13][OH:14])[n:9][c:10]2-[c:21]1[cH:20][cH:19][c:18]([NH:32][C:33](=[O:34])[c:35]2[n:36]([CH3:44])[c:37]3[cH:38][cH:39][cH:40][cH:41][c:42]3[cH:43]2)[c:17]([O:16][CH3:15])[cH:22]1. Starting materials: FC(C(=O)N1CCC2=C(C(C1)C)C(=C(C=C2)Cl)F)(F)F (N-trifluoroacetyl-8-chloro-9-fluoro-1-methyl-2,3,4,5-tetrahydro-1H-3-benzazepine), [OH-].[Na+] (NaOH). Solvent: CO (methanol). Reaction conditions: temperature 25 celsius, time 3.5 hour. Product: ClC=1C=CC2=C(C(CNCC2)C)C1F (8-Chloro-9-fluoro-1-methyl-2,3,4,5-tetrahydro-1H-3-benzazepine). Yield: 197.8%. RXN SMILES: FC(F)(F)C([N:5]1[CH2:11][CH:10]([CH3:12])[C:9]2[C:13]([F:18])=[C:14]([Cl:17])[CH:15]=[CH:16][C:8]=2[CH2:7][CH2:6]1)=O.[OH-].[Na+]>CO>[Cl:17][C:14]1[CH:15]=[CH:16][C:8]2[CH2:7][CH2:6][NH:5][CH2:11][CH:10]([CH3:12])[C:9]=2[C:13]=1[F:18] |f:1.2|. Procedure: A solution of N-trifluoroacetyl-8-chloro-9-fluoro-1-methyl-2,3,4,5-tetrahydro-1H-3-benzazepine (160 mg, 0.22 mmol) in methanol (3 mL) was treated with 15% aqueous NaOH (2 mL), and stirred for 3.5 hours at 25° C. The product mixture was concentrated, extracted 3 times with CH2Cl2 (5 mL), dried with Na2SO4 and concentrated to give 93 mg of a clear oil. 1H NMR (400 MHz, CDCl3) δ 7.06 (dd, J=8, 8 Hz, 1H), 6.75 (d, J=8 Hz, 1H), 3.58 (m, 1H), 3.25-3.15 (m, 3H), 2.93 (d, J=13 Hz, 1H) 2.75-2.60 (m, 3H),... Reactants: Cl (HCl), [Mg] (magnesium), ClC1CCOCC1 (4-chlorotetrahydropyran), CN(C=CC(C)=O)C (1-(dimethylamino)but-1-en-3-one). Run in O1CCCC1 (tetrahydrofuran), O1CCCC1 (tetrahydrofuran). Run at time 2 hour. Yields the product O1CCC(CC1)C=CC(C)=O (1-(4-tetrahydropyranyl)but-1-en-3-one). Yield: 75.1%. Reaction SMILES: [Mg].Cl[CH:3]1[CH2:8][CH2:7][O:6][CH2:5][CH2:4]1.CN(C)[CH:11]=[CH:12][C:13](=[O:15])[CH3:14].Cl>O1CCCC1>[O:6]1[CH2:7][CH2:8][CH:3]([CH:11]=[CH:12][C:13](=[O:15])[CH3:14])[CH2:4][CH2:5]1. Procedure details: 5.0 g of magnesium were introduced into 100 ml of anhydrous tetrahydrofuran. 25 g of 4-chlorotetrahydropyran were added dropwise under reflux under a nitrogen atmosphere, and the mixture was refluxed for 2 hours. A solution of 23.5 g of 1-(dimethylamino)but-1-en-3-one in 20 ml of anhydrous tetrahydrofuran was subsequently added dropwise to the reaction mixture, cooled to from 0° to 5° C., at a rate such that the internal temperature did not exceed 50° C., and the mixture was stirred at room temp... Reactants: C(C)OC(=O)C=1C=NC2=C(C=CC=C2C1NC1CCCC1)OC (4-cyclopentylamino-8-methoxy-quinoline-3-carboxylic acid ethyl ester), N(=C=O)C=1C=C2CCCC2=CC1 (5-isocyanato-indan). Isolated yield 49.1%. RXN SMILES: C(O[C:4]([C:6]1[CH:7]=[N:8][C:9]2[C:14]([C:15]=1[NH:16][CH:17]1[CH2:21][CH2:20][CH2:19][CH2:18]1)=[CH:13][CH:12]=[CH:11][C:10]=2[O:22][CH3:23])=[O:5])C.[N:24]([C:27]1[CH:28]=[C:29]2[C:33](=[CH:34][CH:35]=1)[CH2:32][CH2:31][CH2:30]2)=[C:25]=[O:26]>>[CH:17]1([N:16]2[C:15]3[C:14]4[CH:13]=[CH:12][CH:11]=[C:10]([O:22][CH3:23])[C:9]=4[N:8]=[CH:7][C:6]=3[C:4](=[O:5])[N:24]([C:27]3[CH:28]=[C:29]4[C:33](=[CH:34][CH:35]=3)[CH2:32][CH2:31][CH2:30]4)[C:25]2=[O:26])[CH2:21][CH2:20][CH2:19][CH2:18]1. Procedure details: 1-Cyclopentyl-3-indan-5-yl-7-methoxy-1H-pyrimido[5,4-c]quinoline-2,4-dione (21 mg) was prepared from 4-cyclopentylamino-8-methoxy-quinoline-3-carboxylic acid ethyl ester (0.1 mmol) and 5-isocyanato-indan (0.5 mmol) following general procedure C. LCMS: m/z 428 [M+1]+. Yields the product C1(CCCC1)N1C(N(C(C=2C=NC=3C(=CC=CC3C21)OC)=O)C=2C=C1CCCC1=CC2)=O (1-Cyclopentyl-3-indan-5-yl-7-methoxy-1H-pyrimido[5,4-c]quinoline-2,4-dione). Starting materials: ice, solution, FC=1C(=CC2=C(SC=C2)C1OC)CC(=O)O (2-(6-fluoro-7-methoxybenzo[b]thiophen-5-yl)-acetic acid), [OH-].[Na+] (sodium hydroxide), C(C)(=O)OCC (Ethyl acetate), O (water), aqueous solution. Run in O1CCCC1 (tetrahydrofuran), O1CCCC1 (tetrahydrofuran). Reaction conditions: time 2 hour. Product: FC=1C(=CC2=C(SC=C2)C1OC)CCO (2-(6-fluoro-7-methoxybenzo[b]thiophen-5-yl)-1-ethanol). Yield: 53.8%. Reaction SMILES: [F:1][C:2]1[C:3]([CH2:13][C:14](O)=[O:15])=[CH:4][C:5]2[CH:9]=[CH:8][S:7][C:6]=2[C:10]=1[O:11][CH3:12].C(OCC)(=O)C.O.[OH-].[Na+]>O1CCCC1>[F:1][C:2]1[C:3]([CH2:13][CH2:14][OH:15])=[CH:4][C:5]2[CH:9]=[CH:8][S:7][C:6]=2[C:10]=1[O:11][CH3:12] |f:3.4|. Reported procedure: In 8.1 mL of tetrahydrofuran is dissolved 1.42 g of 2-(6-fluoro-7-methoxybenzo[b]thiophen-5-yl)-acetic acid. At an ice-cooled temperature, 4.8 mL of 1 mol/L solution of borane-tetrahydrofuran complex in tetrahydrofuran is added to the solution obtained above, and the resulting mixture is stirred at ambient temperature for 2 hours. Ethyl acetate and water are added to the reaction mixture, pH is adjusted to 10 with 2 mol/L aqueous solution of sodium hydroxide, and the organic layer is separated. ... Reactants: C(C)[SiH](CC)CC (triethylsilane), FC(C=1SC(=C(N1)C(CBr)=O)C)(F)F (2-trifluoromethyl-5-methyl-4-bromoacetyl-thiazole), OCCNC(CC1=CC=C(C=C1)OCC(=O)OC)C (N-(2-hydroxyethyl)-2-(4-carbomethoxymethoxyphenyl)-1-methylethylamine), FC(C(=O)O)(F)F (trifluoroacetic acid). Solvent: C(Cl)Cl (methylene chloride). Run at time 20 hour. Yields the product C(=O)(OC)COC1=CC=C(C=C1)CC(C)N1CC(OCC1)C=1N=C(SC1C)C(F)(F)F (N-[2-(4-Carbomethoxymethoxyphenyl)-1-methylethyl]-2-(2-trifluoromethyl-5-methyl-thiazol-4-yl)morpholine). Reaction SMILES: [F:1][C:2]([F:14])([F:13])[C:3]1[S:4][C:5]([CH3:12])=[C:6]([C:8](=[O:11])[CH2:9]Br)[N:7]=1.O[CH2:16][CH2:17][NH:18][CH:19]([CH3:33])[CH2:20][C:21]1[CH:26]=[CH:25][C:24]([O:27][CH2:28][C:29]([O:31][CH3:32])=[O:30])=[CH:23][CH:22]=1.FC(F)(F)C(O)=O.C([SiH](CC)CC)C>C(Cl)Cl>[C:29]([CH2:28][O:27][C:24]1[CH:25]=[CH:26][C:21]([CH2:20][CH:19]([N:18]2[CH2:17][CH2:16][O:11][CH:8]([C:6]3[N:7]=[C:3]([C:2]([F:14])([F:13])[F:1])[S:4][C:5]=3[CH3:12])[CH2:9]2)[CH3:33])=[CH:22][CH:23]=1)([O:31][CH3:32])=[O:30]. Procedure details: Prepared by analogy to Example 32 by reaction of 4.2 g (0.0146 mol) of 2-trifluoromethyl-5-methyl-4-bromoacetyl-thiazole with 8 g (0.03 mol) of N-(2-hydroxyethyl)-2-(4-carbomethoxymethoxyphenyl)-1-methylethylamine in methylene chloride by stirring at room temperature for 20 hours and heating under reflux for 2 hours. The reduction is carried out in 28 ml of trifluoroacetic acid using 2.4 g (0.02 mol) of triethylsilane. The crude product is purified on a silica gel column using toluene/ethyl acet... Starting materials: C(C(C)(C)C)(=O)OC[C@H](C1=C(C2=CC=CC=C2C=C1C)Cl)OC(C)(C)C ((S)-2-tert-butoxy-2-(1-chloro-3-methylnaphthalen-2-yl)ethyl pivalate), [OH-].[Na+] (Sodium hydroxide). Solvent: CO (MeOH), C1CCOC1 (THF), C(C)(=O)OCC (ethyl acetate). Reaction conditions: time 8 hour. Yields the product C(C)(C)(C)O[C@H](CO)C1=C(C2=CC=CC=C2C=C1C)Cl ((S)-2-tert-butoxy-2-(1-chloro-3-methylnaphthalen-2-yl)ethanol). Yield: 83.9%. Reaction SMILES: C([O:7][CH2:8][C@@H:9]([O:22][C:23]([CH3:26])([CH3:25])[CH3:24])[C:10]1[C:19]([CH3:20])=[CH:18][C:17]2[C:12](=[CH:13][CH:14]=[CH:15][CH:16]=2)[C:11]=1[Cl:21])(=O)C(C)(C)C.[OH-].[Na+]>CO.C1COCC1.C(OCC)(=O)C>[C:23]([O:22][C@@H:9]([C:10]1[C:19]([CH3:20])=[CH:18][C:17]2[C:12](=[CH:13][CH:14]=[CH:15][CH:16]=2)[C:11]=1[Cl:21])[CH2:8][OH:7])([CH3:26])([CH3:25])[CH3:24] |f:1.2|. Reported procedure: (S)-2-tert-Butoxy-2-(1-chloro-3-methylnaphthalen-2-yl)ethyl pivalate (4G, 1.72 g, 4.56 mmol) was dissolved in MeOH (10 mL) and THF (10 mL). Sodium hydroxide (2 M, 9.13 mL) was added and the reaction mixture was stirred at room temperature overnight. The reaction mixture was diluted with ethyl acetate and washed with brine. The aqueous layer was back-extracted with ethyl acetate and the combined organics were dried (MgSO4), concentrated in vacuo and purified by flash column chromatography (silica... Starting materials: Cl.N12C[C@@H](C(CC1)CC2)NC(=O)C=2OC(=CC2)Br ((R)-N-(1-Azabicyclo[2.2.2]oct-3-yl)(5-bromofuran-2-carboxamide) hydrochloride), C1(=CC=CC=C1)B(O)O (phenylboronic acid), C([O-])([O-])=O.[Cs+].[Cs+] (cesium carbonate), C(C)O (ethanol). The reagents and catalysts are C=1C=CC(=CC1)[P](C=2C=CC=CC2)(C=3C=CC=CC3)[Pd]([P](C=4C=CC=CC4)(C=5C=CC=CC5)C=6C=CC=CC6)([P](C=7C=CC=CC7)(C=8C=CC=CC8)C=9C=CC=CC9)[P](C=1C=CC=CC1)(C=1C=CC=CC1)C=1C=CC=CC1 (tetrakis(triphenylphosphine)palladium(0)). Solvent: COCCOC (1,2-dimethoxyethane), O (water). Product: N12C[C@@H](C(CC1)CC2)NC(=O)C=2OC(=CC2)C2=CC=CC=C2 ((R)-N-(1-Azabicyclo[2.2.2]oct-3-yl)(5-phenylfuran-2-carboxamide)). The yield is 71.3%. As a reaction SMILES: Cl.[N:2]12[CH2:9][CH2:8][CH:5]([CH2:6][CH2:7]1)[C@@H:4]([NH:10][C:11]([C:13]1[O:14][C:15](Br)=[CH:16][CH:17]=1)=[O:12])[CH2:3]2.[C:19]1(B(O)O)[CH:24]=[CH:23][CH:22]=[CH:21][CH:20]=1.C(=O)([O-])[O-].[Cs+].[Cs+].C(O)C>COCCOC.C1C=CC([P]([Pd]([P](C2C=CC=CC=2)(C2C=CC=CC=2)C2C=CC=CC=2)([P](C2C=CC=CC=2)(C2C=CC=CC=2)C2C=CC=CC=2)[P](C2C=CC=CC=2)(C2C=CC=CC=2)C2C=CC=CC=2)(C2C=CC=CC=2)C2C=CC=CC=2)=CC=1.O>[N:2]12[CH2:9][CH2:8][CH:5]([CH2:6][CH2:7]1)[C@@H:4]([NH:10][C:11]([C:13]1[O:14][C:15]([C:19]3[CH:24]=[CH:23][CH:22]=[CH:21][CH:20]=3)=[CH:16][CH:17]=1)=[O:12])[CH2:3]2 |f:0.1,3.4.5,^1:46,48,67,86|. Procedure details: (R)-N-(1-Azabicyclo[2.2.2]oct-3-yl)(5-bromofuran-2-carboxamide) hydrochloride (100 mg), phenylboronic acid (45 mg), tetrakis(triphenylphosphine)palladium(0) (20 mg), cesium carbonate (547 mg), in a mixture of 1,2-dimethoxyethane (6 mL), ethanol (1.5 mL) and water (1 mL) were stirred under reflux under a nitrogen atmosphere for 17 h. The solution was evaporated and the residue was dissolved in chloroform. The solution was washed with aqueous sodium carbonate and the organic layer was then dried (...